This data is from the Open Reaction Database (ORD), a public repository of structured organic reaction records. The task is: describe an organic reaction: reactants, conditions, products, and yield Starting materials: COCCOc1cc2c(Cl)nc(-c3cccc(OCc4ccccc4)c3)nc2cc1OC, CC(C)O, CC(C)(C)OC(=O)n1ncc2cc(N)ccc21. The product is COCCOc1cc2c(Nc3ccc4c(cnn4C(=O)OC(C)(C)C)c3)nc(-c3cccc(OCc4ccccc4)c3)nc2cc1OC. Reaction SMILES: [CH2:1]([c:2]1[cH:3][cH:4][cH:5][cH:6][cH:7]1)[O:8][c:9]1[cH:10][c:11](-[c:15]2[n:16][c:17]3[cH:18][c:19]([O:31][CH3:32])[c:20]([O:26][CH2:27][CH2:28][O:29][CH3:30])[cH:21][c:22]3[c:23]([Cl:25])[n:24]2)[cH:12][cH:13][cH:14]1.[CH:50]([OH:51])([CH3:52])[CH3:53].[NH2:33][c:34]1[cH:35][c:36]2[cH:37][n:38][n:39]([C:43](=[O:44])[O:45][C:46]([CH3:47])([CH3:48])[CH3:49])[c:40]2[cH:41][cH:42]1>>[CH2:1]([c:2]1[cH:3][cH:4][cH:5][cH:6][cH:7]1)[O:8][c:9]1[cH:10][c:11](-[c:15]2[n:16][c:17]3[cH:18][c:19]([O:31][CH3:32])[c:20]([O:26][CH2:27][CH2:28][O:29][CH3:30])[cH:21][c:22]3[c:23]([NH:33][c:34]3[cH:35][c:36]4[cH:37][n:38][n:39]([C:43](=[O:44])[O:45][C:46]([CH3:47])([CH3:48])[CH3:49])[c:40]4[cH:41][cH:42]3)[n:24]2)[cH:12][cH:13][cH:14]1. Reactants: C1(CCCCC1)N=C=O (cyclohexyl isocyanate), O (water), C1(=CC=CC=C1)S(=O)(=O)N (benzenesulfonamide), [OH-].[Na+] (sodium hydroxide). As a reaction SMILES: C1(S([NH2:10])(=O)=O)C=CC=CC=1.[OH-].[Na+].[CH:13]1([N:19]=[C:20]=[O:21])[CH2:18][CH2:17][CH2:16][CH2:15][CH2:14]1.O>CC(C)=O>[CH:13]1([NH:19][C:20](=[O:21])[NH2:10])[CH2:18][CH2:17][CH2:16][CH2:15][CH2:14]1 |f:1.2|. Yields the product 1-ethyl-1,2-dihydro-2-oxo-nicotinamido, C1(CCCCC1)NC(N)=O (N'-cyclohexyl urea). Conditions: temperature 0 celsius, time 4 hour. Procedure details: 6.0 g of 4-(β-<1-ethyl-1,2-dihydro-2-oxo-nicotinamido>-ethyl)-benzenesulfonamide (melting point 215 - 216° C, prepared from 4-(β-aminoethyl)-benzenesulfonamide and 1-ethyl-1,2-dihydro-2-oxo-nicotinic acid chloride) were suspended in 60 ml acetone. After the addition of 8.55 ml 2N sodium hydroxide solution, the reaction mixture was cooled to 0° C, 2.35 g of cyclohexyl isocyanate in 5 ml acetone were added dropwise while stirring and stirring was continued for 1 hour at 0° C and for 4 hours at roo... The solvent is CC(=O)C (acetone), CC(=O)C (acetone).